This data is from the Open Reaction Database (ORD), a public repository of structured organic reaction records. The task is: describe an organic reaction: reactants, conditions, products, and yield Starting materials: Cc1ccc(S(=O)(=O)OCC2CN(c3cccc(F)c3)C(=O)O2)cc1, CCOC(C)=O, [N-]=[N+]=[N-], [Na+], CN(C)C=O, O. The product is [N-]=[N+]=NCC1CN(c2cccc(F)c2)C(=O)O1. Reaction SMILES: [CH3:1][c:2]1[cH:3][cH:4][c:5]([S:6]([O:7][CH2:12][CH:13]2[CH2:14][N:15]([c:19]3[cH:20][c:21]([F:25])[cH:22][cH:23][cH:24]3)[C:16](=[O:18])[O:17]2)(=[O:8])=[O:9])[cH:10][cH:11]1.[CH3:35][CH2:36][O:37][C:38](=[O:39])[CH3:40].[N-:27]=[N+:28]=[N-:29].[Na+:26].[O:30]=[CH:31][N:32]([CH3:33])[CH3:34].[OH2:41]>>[CH2:12]([CH:13]1[CH2:14][N:15]([c:19]2[cH:20][c:21]([F:25])[cH:22][cH:23][cH:24]2)[C:16](=[O:18])[O:17]1)[N:27]=[N+:28]=[N-:29]. The reactants are ClCCC1=C(C=2NC(CCCC2S1)=O)CC (2-(2-chloroethyl)-3-ethyl-4,6,7,8-tetrahydro- 5H-thieno[3,2-b]azepin-5-one), Cl.FC1=CC2=C(C(=NO2)C2CCNCC2)C=C1 (4-(6-fluoro-1,2-benzisoxazol-3-yl)piperidine hydrochloride), C([O-])([O-])=O.[K+].[K+] (potassium carbonate), [I-].[K+] (potassium iodide). The solvent is CN(C=O)C (dimethylformamide), C1(=CC=CC=C1)C (toluene), O (water). Run at temperature 100 celsius, time 3 hour. Yields the product C(C)C1=C(SC2=C1NC(CCC2)=O)CCN2CCC(CC2)C2=NOC1=C2C=CC(=C1)F (3-ethyl-2-(2-(4-(6-fluoro-1,2-benzisoxazol-3-yl)piperidin-1-yl)ethyl)-4,6,7,8-tetrahydro-5H-thieno[3,2-b]azepin-5-one). The yield is 26.3%. Reaction SMILES: Cl[CH2:2][CH2:3][C:4]1[S:13][C:12]2[CH2:11][CH2:10][CH2:9][C:8](=[O:14])[NH:7][C:6]=2[C:5]=1[CH2:15][CH3:16].Cl.[F:18][C:19]1[CH:33]=[CH:32][C:22]2[C:23]([CH:26]3[CH2:31][CH2:30][NH:29][CH2:28][CH2:27]3)=[N:24][O:25][C:21]=2[CH:20]=1.C(=O)([O-])[O-].[K+].[K+].[I-].[K+]>CN(C)C=O.C1(C)C=CC=CC=1.O>[CH2:15]([C:5]1[C:6]2[NH:7][C:8](=[O:14])[CH2:9][CH2:10][CH2:11][C:12]=2[S:13][C:4]=1[CH2:3][CH2:2][N:29]1[CH2:28][CH2:27][CH:26]([C:23]2[C:22]3[CH:32]=[CH:33][C:19]([F:18])=[CH:20][C:21]=3[O:25][N:24]=2)[CH2:31][CH2:30]1)[CH3:16] |f:1.2,3.4.5,6.7|. Procedure: A mixture of 1.0 g of 2-(2-chloroethyl)-3-ethyl-4,6,7,8-tetrahydro- 5H-thieno[3,2-b]azepin-5-one, 1.0 g of 4-(6-fluoro-1,2-benzisoxazol-3-yl)piperidine hydrochloride, 4.0 g of potassium carbonate and 1.5 g of potassium iodide in 25 ml of dimethylformamide and 25 ml of toluene was stirred at 100° C. for 3 hours and poured into water. The toluene layer was washed with water, dried over magnesium sulfate and concentrated. The residue was purified by column chromatography on a silica gel and recryst... The reactants are OC1=C(C(=O)O)C=CC(=N1)C (2-Hydroxy-6-methyl-nicotinic acid), P(=O)(Cl)(Cl)Cl (phosphorus oxychloride). Yield: 72.0%. RXN SMILES: O[C:2]1[N:10]=[C:9]([CH3:11])[CH:8]=[CH:7][C:3]=1[C:4]([OH:6])=[O:5].P(Cl)(Cl)([Cl:14])=O>>[Cl:14][C:2]1[N:10]=[C:9]([CH3:11])[CH:8]=[CH:7][C:3]=1[C:4]([OH:6])=[O:5]. Procedure: 2-Hydroxy-6-methyl-nicotinic acid (3.6 g, 0.02 m) was heated at 125° for 2 hours with phosphorus oxychloride (10 ml). The reaction mixture was poured onto ice, the solid was collected and crystallised from aqueous ethanol to give colourless fine needles of 2-chloro-6-methylnicotinic acid (72%). Product: ClC1=C(C(=O)O)C=CC(=N1)C (2-chloro-6-methylnicotinic acid).